This data is from the Open Reaction Database (ORD), a public repository of structured organic reaction records. The task is: describe an organic reaction: reactants, conditions, products, and yield Starting materials: COC(=O)C1=NC2=C(C3=C(C=C2C(=C1)NS(=O)(=O)C1=CC=C(C=C1)C)C(C=C(O3)C(=O)OCC)=O)CCC (Ethyl 8-methoxycarbonyl-4-oxo-10-propyl-6(4-toluenesulphonamido)-4H-pyrano[3,2-g]quinoline-2-carboxylate), O (water), C([O-])([O-])=O.[K+].[K+] (potassium carbonate), CI (Methyl iodide). The solvent is CN1C(CCC1)=O (N-methyl pyrrolidone). Reaction conditions: time 5 minute. Product: COC(=O)C1=NC2=C(C3=C(C=C2C(=C1)N(S(=O)(=O)C1=CC=C(C=C1)C)C)C(C=C(O3)C(=O)OCC)=O)CCC (Ethyl 8-methoxycarbonyl-4-oxo-10-propyl-6(N-methyl-4-toluenesulphonamido)-4H-pyrano[3,2-g]quinoline-2-carboxylate). As a reaction SMILES: [CH3:1][O:2][C:3]([C:5]1[CH:14]=[C:13]([NH:15][S:16]([C:19]2[CH:24]=[CH:23][C:22]([CH3:25])=[CH:21][CH:20]=2)(=[O:18])=[O:17])[C:12]2[C:7](=[C:8]([CH2:36][CH2:37][CH3:38])[C:9]3[O:29][C:28]([C:30]([O:32][CH2:33][CH3:34])=[O:31])=[CH:27][C:26](=[O:35])[C:10]=3[CH:11]=2)[N:6]=1)=[O:4].[C:39](=O)([O-])[O-].[K+].[K+].CI.O>CN1CCCC1=O>[CH3:1][O:2][C:3]([C:5]1[CH:14]=[C:13]([N:15]([CH3:39])[S:16]([C:19]2[CH:20]=[CH:21][C:22]([CH3:25])=[CH:23][CH:24]=2)(=[O:18])=[O:17])[C:12]2[C:7](=[C:8]([CH2:36][CH2:37][CH3:38])[C:9]3[O:29][C:28]([C:30]([O:32][CH2:33][CH3:34])=[O:31])=[CH:27][C:26](=[O:35])[C:10]=3[CH:11]=2)[N:6]=1)=[O:4] |f:1.2.3|. Procedure details: The product of step (a) (5.38 g, 0.01 mol) was suspended in N-methyl pyrrolidone (40 ml), and potassium carbonate (1.38 g, 0.01 mol) added, to give on stirring at room temperature for five minutes a deep red solution. Methyl iodide (2 ml) was then added, and the whole warmed to 40° C., and stirring continued for one hour. The solution was poured into water (150 ml), to give the sub-title compound on filtration, as a white powder, 5.44 g, (98.6%), m.p. 173°-174° C.